Dataset: the Open Reaction Database (ORD), a public repository of structured organic reaction records. Task: describe an organic reaction: reactants, conditions, products, and yield The reactants are C(=O)=O (carbon dioxide), atmosphere, C(C)(=O)C1=CC=CC=C1 (acetophenone), C(C)(C)(C)C1(CC(=CC(=C1O)C(C)(C)C)C)C(=O)[O-].[K+] (potassium 2,6-di-t-butyl-p-cresolate). Run in C1(=CC=CC=C1)C (toluene). Run at temperature 20 celsius, time 4 hour. Product: C(C1=CC=CC=C1)(=O)CC(=O)O (benzoylacetic acid). RXN SMILES: C(C1(C([O-])=O)C(O)=C(C(C)(C)C)C=C(C)C1)(C)(C)C.[K+].[C:21](=[O:23])=[O:22].[C:24]([C:27]1[CH:32]=[CH:31][CH:30]=[CH:29][CH:28]=1)(=[O:26])[CH3:25]>C1(C)C=CC=CC=1>[C:24]([CH2:25][C:21]([OH:23])=[O:22])(=[O:26])[C:27]1[CH:32]=[CH:31][CH:30]=[CH:29][CH:28]=1 |f:0.1|. Procedure: 6.7 g of potassium 2,6-di-t-butyl-p-cresolate in 30 cc of toluene were introduced into a 4-neck flask, having a capacity of 100 cc, provided with stirrer, thermometer and gas inlet pipe. In a carbon dioxide atmosphere 3.1 g of acetophenone (phenate: substrate molar ratio = 1 : 1) were added; the whole was stirred at 20°C for 4 hours and then acidified with cold sulphuric acid at 10% concentration. The organic phase separated, and was then extracted with a 10% sodium carbonate aqueous solution. 0... Reactants: COC(=O)c1ccccc1Cn1ccc(OCc2ccc(F)cc2)c(Br)c1=O, C1CCOC1. Yields the product O=c1c(Br)c(OCc2ccc(F)cc2)ccn1Cc1ccccc1CO. Reaction SMILES: [Br:1][c:2]1[c:3](=[O:28])[n:4]([CH2:17][c:18]2[c:19]([C:20](=[O:21])[O:22][CH3:23])[cH:24][cH:25][cH:26][cH:27]2)[cH:5][cH:6][c:7]1[O:8][CH2:9][c:10]1[cH:11][cH:12][c:13]([F:16])[cH:14][cH:15]1.[CH2:29]1[O:30][CH2:31][CH2:32][CH2:33]1>>[Br:1][c:2]1[c:3](=[O:28])[n:4]([CH2:17][c:18]2[c:19]([CH2:20][OH:21])[cH:24][cH:25][cH:26][cH:27]2)[cH:5][cH:6][c:7]1[O:8][CH2:9][c:10]1[cH:11][cH:12][c:13]([F:16])[cH:14][cH:15]1. Reactants: [BH4-].[Na+] (Sodium borohydride), O=C1CC(CC1)C(=O)OC (methyl 3-oxocyclopentane-carboxylate). Run in C(C)O (ethanol). Conditions: time 90 minute. Product: OC1CC(CC1)C(=O)OC (methyl 3-hydroxycyclopentanecarboxylate), oil. Isolated yield 79.0%. As a reaction SMILES: [BH4-].[Na+].[O:3]=[C:4]1[CH2:8][CH2:7][CH:6]([C:9]([O:11][CH3:12])=[O:10])[CH2:5]1>C(O)C>[OH:3][CH:4]1[CH2:8][CH2:7][CH:6]([C:9]([O:11][CH3:12])=[O:10])[CH2:5]1 |f:0.1|. Reported procedure: Sodium borohydride (442.6 mg, 11.70 mmol) was added portionwise to a solution of methyl 3-oxocyclopentane-carboxylate A-10 (1.66 g, 11.70 mmol) in absolute ethanol (42.0 mL) at 0° C. The reaction mixture was allowed to warm to room temperature and stirred for 90 mins, then quenched slowly with a 1 N aqueous solution of hydrogen chloride (10 mL), and concentrated to ca. 15 mL under reduced pressure. The aqueous layer was extracted with methylene chloride (3×50 mL); the combined extracts were drie... The reactants are C=O (paraformaldehyde), solution, CN (methylamine), CC1CC(CC1C)=O (3,4-dimethylcyclopentanone), C(C)(=O)O (acetic acid). Solvent: CO (methanol), CO (methanol). Product: CN1CC2[C@@H]([C@H](C(C1)C2=O)C)C ((6R*,7R*)-3,6,7-trimethyl-3-azabicyclo[3.2.1]octan-8-one). As a reaction SMILES: [CH2:1]=[O:2].[CH3:3][NH2:4].[CH3:5][CH:6]1[CH:10]([CH3:11])[CH2:9][C:8](=O)[CH2:7]1.[C:13](O)(=O)C>CO>[CH3:3][N:4]1[CH2:9][CH:8]2[C:1](=[O:2])[CH:10]([C@H:6]([CH3:5])[C@H:7]2[CH3:13])[CH2:11]1. Reported procedure: To a solution of 8 g of paraformaldehyde in methanol (100 ml) were added 10 ml of a 40% solution of methylamine in methanol, 7.7 ml of acetic acid and 10 g of 3,4-dimethylcyclopentanone and the resulting mixture was heated under reflux for 1.5 hours. After distilling off the solvent under reduced pressure, the residue was acidified by adding a dilute aqueous solution of hydrochloric acid and then was extracted with ethyl acetate. The aqueous layer was made basic with a dilute aqueous solution of...